describe an organic reaction: reactants, conditions, products, and yield From a dataset of the Open Reaction Database (ORD), a public repository of structured organic reaction records. Procedure: To a solution of 500 mg 5-[2-((S)-2-Cyclobutylcarbamoyl-pyrrolidin-1-yl)-2-oxo-ethoxy]-1-phenyl-1H-pyrazole-3-carboxylic acid in 5 ml DMF were added 186 mg HOBt, 232 mg EDC, 0.50 ml DIPEA and 220 mg L-Ala-OtBu×HCl. After stirring for 12 h it was concentrated and the residue dissolved in ethyl acetate. It was extracted with aqueous LiCl (4% w/w), aqueous NaHCO3 and 0.1 M HCl. The organic layer was dried over MgSO4 and concentrated to furnish the crude coupling product as colorless oil. Solvent: CN(C)C=O (DMF), C(CCl)Cl (EDC). Reaction SMILES: [CH:1]1([NH:5][C:6]([C@@H:8]2[CH2:12][CH2:11][CH2:10][N:9]2[C:13](=[O:30])[CH2:14][O:15][C:16]2[N:20]([C:21]3[CH:26]=[CH:25][CH:24]=[CH:23][CH:22]=3)[N:19]=[C:18]([C:27](O)=[O:28])[CH:17]=2)=[O:7])[CH2:4][CH2:3][CH2:2]1.C1C=CC2N(O)N=NC=2C=1.CCN(C(C)C)C(C)C.[NH2:50][C@H:51]([C:53]([O:55][C:56]([CH3:59])([CH3:58])[CH3:57])=[O:54])[CH3:52].Cl>CN(C=O)C.C(Cl)CCl>[C:56]([O:55][C:53](=[O:54])[C@@H:51]([NH:50][C:27]([C:18]1[CH:17]=[C:16]([O:15][CH2:14][C:13]([N:9]2[CH2:10][CH2:11][CH2:12][C@H:8]2[C:6](=[O:7])[NH:5][CH:1]2[CH2:4][CH2:3][CH2:2]2)=[O:30])[N:20]([C:21]2[CH:22]=[CH:23][CH:24]=[CH:25][CH:26]=2)[N:19]=1)=[O:28])[CH3:52])([CH3:59])([CH3:58])[CH3:57]. Conditions: time 12 hour. Product: C(C)(C)(C)OC([C@H](C)NC(=O)C1=NN(C(=C1)OCC(=O)N1[C@@H](CCC1)C(NC1CCC1)=O)C1=CC=CC=C1)=O ((S)-2-({5-[2-((S)-2-Cyclobutylcarbamoyl-pyrrolidin-1-yl)-2-oxo-ethoxy]-1-phenyl-1H-pyrazole-3-carbonyl}-amino)-propionic acid tert-butyl ester). Starting materials: C1(CCC1)NC(=O)[C@H]1N(CCC1)C(COC1=CC(=NN1C1=CC=CC=C1)C(=O)O)=O (5-[2-((S)-2-Cyclobutylcarbamoyl-pyrrolidin-1-yl)-2-oxo-ethoxy]-1-phenyl-1H-pyrazole-3-carboxylic acid), C=1C=CC2=C(C1)N=NN2O (HOBt), CCN(C(C)C)C(C)C (DIPEA), N[C@@H](C)C(=O)OC(C)(C)C (L-Ala-OtBu), Cl (HCl). The reactants are COC=1C=C(C(=O)Cl)C=C(C1C(C)C)OC (3,5-Dimethoxy-4-isopropyl-benzoyl chloride), C(C)OCC (diethyl ether), N1CC1 (aziridine). Yields the product C(C)(=O)C1=C(C=C(C=C1OC)C=1OCCN1)OC (4-acetyl-3,5-dimethoxy-1-(2-oxazolinyl)-benzene). Reaction SMILES: [CH3:1][O:2][C:3]1[CH:4]=[C:5]([CH:9]=[C:10]([O:15][CH3:16])[C:11]=1[CH:12]([CH3:14])C)[C:6](Cl)=[O:7].[NH:17]1[CH2:19][CH2:18]1.C([O:22]CC)C>>[C:12]([C:11]1[C:10]([O:15][CH3:16])=[CH:9][C:5]([C:6]2[O:7][CH2:19][CH2:18][N:17]=2)=[CH:4][C:3]=1[O:2][CH3:1])(=[O:22])[CH3:14]. Procedure details: 3,5-Dimethoxy-4-isopropyl-benzoyl chloride. The compound prepared under G) is first reacted with aziridine according to the procedure described by D. Haidukewych et al., Tetrahedron Letters, 30, 3031-3034, 1972, obtaining 4-acetyl-3,5-dimethoxy-1-(2-oxazolinyl)-benzene, m.p. 135°-37°C (diethyl ether). This compound is reacted with magnesium methyl iodide and 2-[2,6-dimethoxy-4-(2-oxazolinyl)]phenyl-2-propanol is obtained (m.p. 113°-16°C, from diisopropylether), from which, by treatment with sulp... Starting materials: C(C)(C)(C)OC(=O)N1CCNCC1 (t-butyl-1-piperazine-carboxylate), BrC1=C(C=C(C=C1)C(F)(F)F)F (1-bromo-2-fluoro-4-trifluoromethyl-benzene). Product: FC1=C(C=CC(=C1)C(F)(F)F)N1CCNCC1 (1-(2-fluoro-4-trifluoromethyl-phenyl)-piperazine). Reaction SMILES: C(O[C:6]([N:8]1[CH2:13][CH2:12][NH:11][CH2:10][CH2:9]1)=O)(C)(C)C.BrC1[CH:20]=[CH:19][C:18]([C:21]([F:24])([F:23])[F:22])=[CH:17][C:16]=1[F:25]>>[F:25][C:16]1[CH:17]=[C:18]([C:21]([F:24])([F:23])[F:22])[CH:19]=[CH:20][C:6]=1[N:8]1[CH2:9][CH2:10][NH:11][CH2:12][CH2:13]1. Procedure: The compound 1-(2-fluoro-4-trifluoromethyl-phenyl)-piperazine is synthesized according to the procedure outlined in Example 26 steps 1 and 2 using t-butyl-1-piperazine-carboxylate and 1-bromo-2-fluoro-4-trifluoromethyl-benzene. Starting materials: C([O-])([O-])=O.[Na+].[Na+] (sodium carbonate), ICCOC1=C(C(OC2=CC=CC=C12)=O)OCCI (bis-iodoethoxy-coumarin), 1,4,10,13-tetraoxa-7,16-diazacycloctadecane, C(C)#N (acetonitrile), C([O-])([O-])=O.[Na+].[Na+] (sodium carbonate). Product: C(=O)(OCC)C=1C(OC2=CC=CC=C2C1)=O (3-carboethoxycoumarin). RXN SMILES: ICCO[C:5]1[C:14]2[C:9](=[CH:10][CH:11]=[CH:12][CH:13]=2)[O:8][C:7](=[O:15])[C:6]=1OCCI.[C:20](=[O:23])([O-])[O-:21].[Na+].[Na+].[C:26](#N)[CH3:27]>>[C:20]([C:6]1[C:7](=[O:15])[O:8][C:9]2[C:14]([CH:5]=1)=[CH:13][CH:12]=[CH:11][CH:10]=2)([O:21][CH2:26][CH3:27])=[O:23] |f:1.2.3|. Procedure: A 1.0 g (1.8 mmol) sample of bis-iodoethoxy-coumarin (from Example 32 or Example 34) and 0.47 g (1.8 mmol) of 1,4,10,13-tetraoxa-7,16-diazacycloctadecane (i.e., 4,13-diaza-18-crown-6) were separately dissolved in 50 ml portions of dry acetonitrile. The combined solutions (100 ml total) were refluxed under nitrogen for six days in the presence of 5 equivalents (0.94 g) anhydrous sodium carbonate. During the reaction, the coarse sodium carbonate was converted to an extremely fine powder. The coole... Starting materials: C1(=CC=CC=C1)OC(=O)C=1NC2=C(C=CC=C2C1)OCC1=CC=CC=C1 (7-benzyloxyindole-2-carboxylic acid phenyl ester). Solvent: CO (methanol), O1CCCC1 (tetrahydrofuran). Product: C1(=CC=CC=C1)OC(=O)C=1NC2=C(C=CC=C2C1)O (7-hydroxyindole-2-carboxylic acid phenyl ester). Yield: 87.9%. Reaction SMILES: [C:1]1([O:7][C:8]([C:10]2[NH:11][C:12]3[C:17]([CH:18]=2)=[CH:16][CH:15]=[CH:14][C:13]=3[O:19]CC2C=CC=CC=2)=[O:9])[CH:6]=[CH:5][CH:4]=[CH:3][CH:2]=1>CO.O1CCCC1>[C:1]1([O:7][C:8]([C:10]2[NH:11][C:12]3[C:17]([CH:18]=2)=[CH:16][CH:15]=[CH:14][C:13]=3[OH:19])=[O:9])[CH:2]=[CH:3][CH:4]=[CH:5][CH:6]=1. Procedure details: Under the conditions of Example 14(C), a solution of 5.4 g of 7-benzyloxyindole-2-carboxylic acid phenyl ester in a mixture of 50 ml of methanol and 30 ml of tetrahydrofuran is hydrogenated and worked up, yielding 3.5 g of 7-hydroxyindole-2-carboxylic acid phenyl ester, mp 156°-157° C.